From a dataset of the Open Reaction Database (ORD), a public repository of structured organic reaction records. describe an organic reaction: reactants, conditions, products, and yield Starting materials: COC(=O)N1N=C(C(=C1)C=O)C=1OC(=CC1)[N+](=O)[O-] (1-methoxycarbonyl-3-(5-nitro-2-furyl)pyrazole-4-carboxaldehyde), NN1CCOCC1 (4-aminomorpholine), C(C)(=O)O (acetic acid). The solvent is CO (methanol). Yields the product COC(=O)N1N=C(C(=C1)C=NN1CCOCC1)C=1OC(=CC1)[N+](=O)[O-] (4-[1-methoxycarbonyl-3-(5-nitro-2-furyl)pyrazol-4-ylmethyleneamino]morpholine). Isolated yield 70.0%. As a reaction SMILES: [CH3:1][O:2][C:3]([N:5]1[CH:9]=[C:8]([CH:10]=O)[C:7]([C:12]2[O:13][C:14]([N+:17]([O-:19])=[O:18])=[CH:15][CH:16]=2)=[N:6]1)=[O:4].[NH2:20][N:21]1[CH2:26][CH2:25][O:24][CH2:23][CH2:22]1.C(O)(=O)C>CO>[CH3:1][O:2][C:3]([N:5]1[CH:9]=[C:8]([CH:10]=[N:20][N:21]2[CH2:26][CH2:25][O:24][CH2:23][CH2:22]2)[C:7]([C:12]2[O:13][C:14]([N+:17]([O-:19])=[O:18])=[CH:15][CH:16]=2)=[N:6]1)=[O:4]. Procedure: Stir together 6.7 g of 1-methoxycarbonyl-3-(5-nitro-2-furyl)pyrazole-4-carboxaldehyde, 2.85 g of 4-aminomorpholine and 1.6 ml of glacial acetic acid in 125 ml of methanol for 3 hours at room temperature. Cool the resulting admixture on ice to produce a precipitate. Vacuum filter the precipitate and then suspend it once more in ethanol to obtain a 70% yield of 4-[1-methoxycarbonyl-3-(5-nitro-2-furyl)pyrazol-4-ylmethyleneamino]morpholine [m.p. 184° C (with decomposition)]. Reactants: COC1=C(C=CC(=C1)OC)C(CC1=CC=C(C=C1)OC)=O (1-(2,4-dimethoxyphenyl)-2-(4-methoxyphenyl)ethanone), C(C)(=O)OCC (ethyl acetate), [I-].[Na+] (sodium iodide), O.O.O.O.O.O.O.[Cl-].[Ce+3].[Cl-].[Cl-] (cerium(III) chloride heptahydrate), [I-].[Na+] (Sodium iodide), O.O.O.O.O.O.O.[Cl-].[Ce+3].[Cl-].[Cl-] (cerium(III) chloride heptahydrate). Run in O (water), C(C)#N (acetonitrile). The product is OC1=C(C=CC(=C1)OC)C(CC1=CC=C(C=C1)OC)=O (1-(2-Hydroxy-4-methoxyphenyl)-2-(4-methoxyphenyl)ethanone). The yield is 93.9%. RXN SMILES: C[O:2][C:3]1[CH:8]=[C:7]([O:9][CH3:10])[CH:6]=[CH:5][C:4]=1[C:11](=[O:21])[CH2:12][C:13]1[CH:18]=[CH:17][C:16]([O:19][CH3:20])=[CH:15][CH:14]=1.[I-].[Na+].O.O.O.O.O.O.O.[Cl-].[Ce+3].[Cl-].[Cl-].C(OCC)(=O)C>C(#N)C.O>[OH:2][C:3]1[CH:8]=[C:7]([O:9][CH3:10])[CH:6]=[CH:5][C:4]=1[C:11](=[O:21])[CH2:12][C:13]1[CH:18]=[CH:17][C:16]([O:19][CH3:20])=[CH:15][CH:14]=1 |f:1.2,3.4.5.6.7.8.9.10.11.12.13|. Procedure: The title compound was synthesized by referring to Chem. Lett., 2000,(7), 738. To a solution of 1-(2,4-dimethoxyphenyl)-2-(4-methoxyphenyl)ethanone (2.8 g) in acetonitrile (150 ml) were sequentially added sodium iodide (3.0 g) and cerium(III) chloride heptahydrate (5.7 g), and the solution was refluxed for 20 hours and 30 minutes. Sodium iodide (760 mg) and cerium(III) chloride heptahydrate (1.9 g) were added thereto, and the solution was further refluxed for 22 hours 30 minutes. To the reaction... Starting materials: ClCC1OCC(CO1)O (2-chloromethyl-5-hydroxy-1,3-dioxane), [H-].[Na+] (sodium hydride), FC1=C(CCl)C=CC=C1 (o-fluorobenzyl chloride). Product: ClCC1OCC(CO1)OCC1=C(C=CC=C1)F (2-chloromethyl-5-(2-fluorobenzyloxy)-1,3-dioxane). RXN SMILES: [Cl:1][CH2:2][CH:3]1[O:8][CH2:7][CH:6]([OH:9])[CH2:5][O:4]1.[H-].[Na+].[F:12][C:13]1[CH:20]=[CH:19][CH:18]=[CH:17][C:14]=1[CH2:15]Cl>>[Cl:1][CH2:2][CH:3]1[O:8][CH2:7][CH:6]([O:9][CH2:15][C:14]2[CH:17]=[CH:18][CH:19]=[CH:20][C:13]=2[F:12])[CH2:5][O:4]1 |f:1.2|. Reported procedure: By the method of Example 43, 2-chloromethyl-5-hydroxy-1,3-dioxane was reacted with sodium hydride and o-fluorobenzyl chloride to yield 2-chloromethyl-5-(2-fluorobenzyloxy)-1,3-dioxane. This mixture of isomers was distilled using a short path distillation apparatus at 0.1 mm to obtain three fractions. Fraction 1, b.p. 95°-100°/0.1 mm was found by VPC analysis to be 3.8% cis-2-chloromethyl-5-(2-fluorobenzyloxy)-1,3-dioxane (the remainder in each case being the trans isomer). Fraction 2, b.p. 98°-1... RXN SMILES: [OH:1][C:2]1[CH:7]=[CH:6][C:5]([C:8]2[CH:13]=[CH:12][C:11]([S:14]([CH3:17])(=[O:16])=[O:15])=[CH:10][CH:9]=2)=[CH:4][C:3]=1[CH2:18][CH2:19][NH:20][C:21]([C:23]1[C:32]([OH:33])=[CH:31][C:30]2[C:25](=[CH:26][CH:27]=[CH:28][CH:29]=2)[CH:24]=1)=[O:22].[CH2:34]([O:36][C:37](=[O:40])[CH2:38]Br)C.C([O-])([O-])=O.[Cs+].[Cs+]>CN(C=O)C.C(OC(=O)C)C>[CH3:34][O:36][C:37](=[O:40])[CH2:38][O:1][C:2]1[CH:7]=[CH:6][C:5]([C:8]2[CH:9]=[CH:10][C:11]([S:14]([CH3:17])(=[O:16])=[O:15])=[CH:12][CH:13]=2)=[CH:4][C:3]=1[CH2:18][CH2:19][NH:20][C:21]([C:23]1[C:32]([OH:33])=[CH:31][C:30]2[C:25](=[CH:26][CH:27]=[CH:28][CH:29]=2)[CH:24]=1)=[O:22] |f:2.3.4|. Isolated yield 24.0%. The solvent is CN(C)C=O (DMF), C(C)OC(C)=O (ethylacetate). Reactants: OC1=C(C=C(C=C1)C1=CC=C(C=C1)S(=O)(=O)C)CCNC(=O)C1=CC2=CC=CC=C2C=C1O (3-Hydroxy-naphthalene-2-carboxylic acid [2-(4-hydroxy-4′-methanesulfonyl-biphenyl-3-yl)-ethyl]-amide), C(C)OC(CBr)=O (ethylbromoacetate), C(=O)([O-])[O-].[Cs+].[Cs+] (Cs2CO3). Reported procedure: To a solution of the 3-Hydroxy-naphthalene-2-carboxylic acid [2-(4-hydroxy-4′-methanesulfonyl-biphenyl-3-yl)-ethyl]-amide (18 mg, 0.039 mmol) was in DMF were added ethylbromoacetate (0.039 mmol) and Cs2CO3 (0.039 mmol, 13 mg). The reaction mixture was for 12 hr and the reaction mixture was diluted with ethylacetate and washed with water. The organic layer was separated, dried and the crude obtained after removal of the solvent was purified on a silicagel column to afford the desired product 5 mg... Run at time 12 hour. Product: COC(COC1=C(C=C(C=C1)C1=CC=C(C=C1)S(=O)(=O)C)CCNC(=O)C1=CC2=CC=CC=C2C=C1O)=O ((3-{2-[(3-Hydroxy-naphthalene-2-carbonyl)-amino]-ethyl}-4′-methanesulfonyl-biphenyl-4-yloxy)-acetic acid methyl ester). Conditions: temperature 40 celsius, time 1 hour. Reactants: Cl (HCl), BrC1=CC=C(C=C1)\C(\C(=O)OCC)=N/OCC1=CC=C(C=C1)OCC=1N=C(OC1C)C1=CC=CC=C1 (Ethyl E-2-(4-bromophenyl)-2-[4-(5-methyl-2-phenyl-4-oxazolylmethoxy)benzyloxyimino]acetate). RXN SMILES: [Br:1][C:2]1[CH:7]=[CH:6][C:5](/[C:8](=[N:14]\[O:15][CH2:16][C:17]2[CH:22]=[CH:21][C:20]([O:23][CH2:24][C:25]3[N:26]=[C:27]([C:31]4[CH:36]=[CH:35][CH:34]=[CH:33][CH:32]=4)[O:28][C:29]=3[CH3:30])=[CH:19][CH:18]=2)/[C:9]([O:11]CC)=[O:10])=[CH:4][CH:3]=1.Cl>O1CCCC1.CO.[OH-].[Na+]>[Br:1][C:2]1[CH:7]=[CH:6][C:5](/[C:8](=[N:14]\[O:15][CH2:16][C:17]2[CH:22]=[CH:21][C:20]([O:23][CH2:24][C:25]3[N:26]=[C:27]([C:31]4[CH:32]=[CH:33][CH:34]=[CH:35][CH:36]=4)[O:28][C:29]=3[CH3:30])=[CH:19][CH:18]=2)/[C:9]([OH:11])=[O:10])=[CH:4][CH:3]=1 |f:4.5|. The yield is 90.6%. Yields the product BrC1=CC=C(C=C1)\C(\C(=O)O)=N/OCC1=CC=C(C=C1)OCC=1N=C(OC1C)C1=CC=CC=C1 (E-2-(4-bromophenyl)-2-[4-(5-methyl-2-phenyl-4-oxazolylmethoxy)benzyloxyimino]acetic acid). Reported procedure: Ethyl E-2-(4-bromophenyl)-2-[4-(5-methyl-2-phenyl-4-oxazolylmethoxy)benzyloxyimino]acetate (600 mg) was dissolved in tetrahydrofuran (6 ml)-methanol (3 ml), and 1N aqueous solution of sodium hydroxide (3 ml) was added and the mixture was stirred for 1 hour at 40° C. 1N HCl (3.3 ml) was added to the reaction mixture, and the mixture was extracted with ethyl acetate. The ethyl acetate layer was washed with saturated aqueous sodium chloride, dried (MgSO4) and then concentrated. The residual crystal... Solvent: O1CCCC1 (tetrahydrofuran), CO (methanol), aqueous solution, [OH-].[Na+] (sodium hydroxide). The product is Clc1cnc(N2CCNCC2)c(Cl)n1. RXN SMILES: [Cl:14][N:15]1[C:16](=[O:17])[CH2:18][CH2:19][C:20]1=[O:21].[Cl:1][c:2]1[n:3][cH:4][cH:5][n:6][c:7]1[N:8]1[CH2:9][CH2:10][NH:11][CH2:12][CH2:13]1.[Cl:22][CH:23]([Cl:24])[Cl:25]>>[Cl:1][c:2]1[n:3][c:4]([Cl:14])[cH:5][n:6][c:7]1[N:8]1[CH2:9][CH2:10][NH:11][CH2:12][CH2:13]1. The reactants are O=C1CCC(=O)N1Cl, Clc1nccnc1N1CCNCC1, ClC(Cl)Cl. Reported procedure: 4N Hydrochloric acid/ethyl acetate solution (0.19 ml) was added to a solution containing 3-(2-heptadecyl-1H-benzimidazol-1-yl)-N,N-dimethyl-1-propanamine (0.33 g) in ethyl acetate (5 ml). After being stirred for 10 minutes at room temperature, the reaction mixture was concentrated. The residue was recrystallized with ethyl acetate, thereby yielding the entitled compound (0.32 g) as white solid. Reactants: Cl.C(C)(=O)OCC (Hydrochloric acid ethyl acetate), C(CCCCCCCCCCCCCCCC)C1=NC2=C(N1CCCN(C)C)C=CC=C2 (3-(2-heptadecyl-1H-benzimidazol-1-yl)-N,N-dimethyl-1-propanamine). RXN SMILES: [ClH:1].C(OCC)(=O)C.[CH2:8]([C:25]1[N:29]([CH2:30][CH2:31][CH2:32][N:33]([CH3:35])[CH3:34])[C:28]2[CH:36]=[CH:37][CH:38]=[CH:39][C:27]=2[N:26]=1)[CH2:9][CH2:10][CH2:11][CH2:12][CH2:13][CH2:14][CH2:15][CH2:16][CH2:17][CH2:18][CH2:19][CH2:20][CH2:21][CH2:22][CH2:23][CH3:24]>C(OCC)(=O)C>[ClH:1].[CH2:8]([C:25]1[N:29]([CH2:30][CH2:31][CH2:32][N:33]([CH3:34])[CH3:35])[C:28]2[CH:36]=[CH:37][CH:38]=[CH:39][C:27]=2[N:26]=1)[CH2:9][CH2:10][CH2:11][CH2:12][CH2:13][CH2:14][CH2:15][CH2:16][CH2:17][CH2:18][CH2:19][CH2:20][CH2:21][CH2:22][CH2:23][CH3:24] |f:0.1,4.5|. Reaction conditions: time 10 minute. Solvent: C(C)(=O)OCC (ethyl acetate). Product: Cl.C(CCCCCCCCCCCCCCCC)C1=NC2=C(N1CCCN(C)C)C=CC=C2 (3-(2-Heptadecyl-1H-benzimidazol-1-yl)-N,N-dimethyl-1-propanamine monohydrochloride).